The task is: describe an organic reaction: reactants, conditions, products, and yield. This data is from the Open Reaction Database (ORD), a public repository of structured organic reaction records. Reactants: C=C[Sn](CCCC)(CCCC)CCCC, CC[N+](CC)(CC)CC, CCOC(C)=O, [Cl-], [F-], O=c1[nH]nc(-c2ccncc2)cc1-c1[nH]c2ccccc2c1I, [K+], CN(C)C=O. Yields the product C=Cc1c(-c2cc(-c3ccncc3)n[nH]c2=O)[nH]c2ccccc12. Reaction SMILES: [CH2:24]([CH2:25][CH2:37][CH3:38])[Sn:26]([CH2:27][CH2:28][CH2:29][CH3:30])([CH2:31][CH2:32][CH2:33][CH3:34])[CH:35]=[CH2:36].[CH2:48]([N+:49]([CH2:50][CH3:51])([CH2:52][CH3:53])[CH2:54][CH3:55])[CH3:56].[CH3:41][CH2:42][O:43][C:44]([CH3:45])=[O:46].[Cl-:47].[F-:39].[I:1][c:2]1[c:3](-[c:11]2[c:12](=[O:23])[nH:13][n:14][c:15](-[c:17]3[cH:18][cH:19][n:20][cH:21][cH:22]3)[cH:16]2)[nH:4][c:5]2[cH:6][cH:7][cH:8][cH:9][c:10]12.[K+:40].[O:57]=[CH:58][N:59]([CH3:60])[CH3:61]>>[c:2]1([CH:24]=[CH2:25])[c:3](-[c:11]2[c:12](=[O:23])[nH:13][n:14][c:15](-[c:17]3[cH:18][cH:19][n:20][cH:21][cH:22]3)[cH:16]2)[nH:4][c:5]2[cH:6][cH:7][cH:8][cH:9][c:10]12. Reactants: C1(=CC=C(C=C1)C1=NC2=CC=C(C=C2C(=C1NCC)C(=O)O)F)C1=CC=CC=C1 (2-[1,1'-biphenyl]-4-yl-3-(ethylamino)-6-fluoro-4-quinolinecarboxylic acid), O (water), C(C)(=O)OC(C)=O (acetic anhydride). Reagents/catalysts: S(O)(O)(=O)=O (sulfuric acid). Run at temperature 80 celsius, time 30 minute. Product: C(C)(=O)CCNC=1C(=NC2=CC=C(C=C2C1C(=O)O)F)C1=CC=C(C=C1)C1=CC=CC=C1 (3-(Acetylethylamino)-2-[1,1'-biphenyl]-4-yl-6-fluoro-4-quinolinecarboxylic acid). As a reaction SMILES: [C:1]1([C:24]2[CH:29]=[CH:28][CH:27]=[CH:26][CH:25]=2)[CH:6]=[CH:5][C:4]([C:7]2[C:16]([NH:17][CH2:18][CH3:19])=[C:15]([C:20]([OH:22])=[O:21])[C:14]3[C:9](=[CH:10][CH:11]=[C:12]([F:23])[CH:13]=3)[N:8]=2)=[CH:3][CH:2]=1.O.[C:31](OC(=O)C)(=[O:33])[CH3:32]>S(=O)(=O)(O)O>[C:31]([CH2:19][CH2:18][NH:17][C:16]1[C:7]([C:4]2[CH:3]=[CH:2][C:1]([C:24]3[CH:25]=[CH:26][CH:27]=[CH:28][CH:29]=3)=[CH:6][CH:5]=2)=[N:8][C:9]2[C:14]([C:15]=1[C:20]([OH:22])=[O:21])=[CH:13][C:12]([F:23])=[CH:11][CH:10]=2)(=[O:33])[CH3:32]. Procedure details: A 2.8 g portion of 2-[1,1'-biphenyl]-4-yl-3-(ethylamino)-6-fluoro-4-quinolinecarboxylic acid was suspended in 25 ml of acetic anhydride. To this suspension was added 5 drops of concentrated sulfuric acid, then the mixture was heated at 80° C. for 2 hours. The solution was cooled, added to 200 ml of water and stirred for 30 minutes. The resulting solid was collected, washed with water, then dichloromethane and dried at 110° C. in vacuo, giving 2.0 g of the desired product as a pale yellow solid, ... The reactants are ClC1=CC(=NC=C1)C(=O)NC (4-chloro-N-methylpyridine-2-carboxamide), [Li+].CC(C)[N-]C(C)C (LDA), CI (methyl iodide). Solvent: C1CCOC1 (THF). Reaction conditions: temperature -78 celsius, time 90 minute. Product: ClC1=C(C(=NC=C1)C(=O)NC)C (4-chloro-N,3-dimethylpyridine-2-carboxamide). The yield is 9.2%. As a reaction SMILES: [Cl:1][C:2]1[CH:7]=[CH:6][N:5]=[C:4]([C:8]([NH:10][CH3:11])=[O:9])[CH:3]=1.[Li+].[CH3:13]C([N-]C(C)C)C.CI>C1COCC1>[Cl:1][C:2]1[CH:7]=[CH:6][N:5]=[C:4]([C:8]([NH:10][CH3:11])=[O:9])[C:3]=1[CH3:13] |f:1.2|. Procedure details: To a solution of 4-chloro-N-methylpyridine-2-carboxamide (0.700 g, 4.12 mmol) in THF was added LDA (4.12 mL, 2M in THF, 8.24 mmol) dropwise at −78° C. under an atmosphere of argon. The mixture was allowed to stir for 90 min at −78° C. and then methyl iodide (1.51 mL, 24.71 mmol) was added. After stirring for 90 min, the solution was allowed to warm to 0° C. The reaction was quenched at 0° C. with sat. sodium hydrogen sulfite and extracted with EtOAc. The combined organic solutions were washed wi... Reactants: C1CCOC1, CC(C)C[AlH]CC(C)C, COC(=O)c1ccc2[nH]c(C)nc2c1, CCOC(C)=O. The product is Cc1nc2cc(CO)ccc2[nH]1. As a reaction SMILES: [CH2:30]1[O:31][CH2:32][CH2:33][CH2:34]1.[CH3:15][CH:16]([CH2:17][AlH:18][CH2:19][CH:20]([CH3:21])[CH3:22])[CH3:23].[CH3:1][c:2]1[n:3][c:4]2[c:5]([nH:6]1)[cH:7][cH:8][c:9]([C:11](=[O:12])[O:13][CH3:14])[cH:10]2.[CH3:24][CH2:25][O:26][C:27](=[O:28])[CH3:29]>>[CH3:1][c:2]1[n:3][c:4]2[c:5]([nH:6]1)[cH:7][cH:8][c:9]([CH2:11][OH:12])[cH:10]2. Reactants: ClC1=C2C=CNC2=CC=C1 (4-chloro indole), FC1=C(C=O)C=CC(=C1)F (2,4-difluoro benzaldehyde). Yields the product ClC1=C2C(=CNC2=CC=C1)C(C1=C(C=C(C=C1)F)F)C1=CNC2=CC=CC(=C12)Cl (Bis(4-chloroindol-3-yl)-(2,4-difluorophenyl)methane). As a reaction SMILES: [Cl:1][C:2]1[CH:10]=[CH:9][CH:8]=[C:7]2[C:3]=1[CH:4]=[CH:5][NH:6]2.[F:11][C:12]1[CH:19]=[C:18]([F:20])[CH:17]=[CH:16][C:13]=1[CH:14]=O>>[Cl:1][C:2]1[CH:10]=[CH:9][CH:8]=[C:7]2[C:3]=1[C:4]([CH:14]([C:4]1[C:3]3[C:7](=[CH:8][CH:9]=[CH:10][C:2]=3[Cl:1])[NH:6][CH:5]=1)[C:13]1[CH:16]=[CH:17][C:18]([F:20])=[CH:19][C:12]=1[F:11])=[CH:5][NH:6]2. Reported procedure: The compound Bis(4-chloroindol-3-yl)-(2,4-difluorophenyl)methane was prepared following procedure A, starting from 4-chloro indole and 2,4-difluoro benzaldehyde. LC: Tr 2.63 min, MS: 427 (M+H)+